From a dataset of the Open Reaction Database (ORD), a public repository of structured organic reaction records. describe an organic reaction: reactants, conditions, products, and yield Starting materials: FC=1C=C(C=C(C1)F)C1=C(C(C2=CC(=CC=C12)OCCCN1CCN(CC1)C(=O)OC(C)(C)C)=O)C=1C=NC2=CC=CC=C2C1 (t-Butyl 4-(3-(3-(3,5-difluorophenyl)-1-oxo-2-(quinolin-3-yl)-1H-inden-6-yloxy)propyl)piperazine-1-carboxylate), FC(C(=O)O)(F)F (trifluoroacetic acid). The solvent is C(Cl)Cl (CH2Cl2), [OH-].[Na+] (NaOH), C(Cl)Cl (CH2Cl2). Reaction conditions: time 1 hour. Product: FC=1C=C(C=C(C1)F)C1=C(C(C2=CC(=CC=C12)OCCCN1CCNCC1)=O)C=1C=NC2=CC=CC=C2C1 (3-(3,5-Difluorophenyl)-6-(3-(piperazin-1-yl)propoxy)-2-(quinolin-3-yl)-1H-inden-1-one). As a reaction SMILES: [F:1][C:2]1[CH:3]=[C:4]([C:9]2[C:17]3[C:12](=[CH:13][C:14]([O:18][CH2:19][CH2:20][CH2:21][N:22]4[CH2:27][CH2:26][N:25](C(OC(C)(C)C)=O)[CH2:24][CH2:23]4)=[CH:15][CH:16]=3)[C:11](=[O:35])[C:10]=2[C:36]2[CH:37]=[N:38][C:39]3[C:44]([CH:45]=2)=[CH:43][CH:42]=[CH:41][CH:40]=3)[CH:5]=[C:6]([F:8])[CH:7]=1.FC(F)(F)C(O)=O>C(Cl)Cl.[OH-].[Na+]>[F:1][C:2]1[CH:3]=[C:4]([C:9]2[C:17]3[C:12](=[CH:13][C:14]([O:18][CH2:19][CH2:20][CH2:21][N:22]4[CH2:23][CH2:24][NH:25][CH2:26][CH2:27]4)=[CH:15][CH:16]=3)[C:11](=[O:35])[C:10]=2[C:36]2[CH:37]=[N:38][C:39]3[C:44]([CH:45]=2)=[CH:43][CH:42]=[CH:41][CH:40]=3)[CH:5]=[C:6]([F:8])[CH:7]=1 |f:3.4|. Procedure: To a solution of tert-butyl 4-(3-(3-(3,5-difluorophenyl)-1-oxo-2-(quinolin-3-yl)-1H-inden-6-yloxy)propyl)piperazine-1-carboxylate (42 mg, 0.1 mmol) obtained in Step 2 in CH2Cl2 was added trifluoroacetic acid (20 eq, 1.0 mmol). After being stirred for 1 h, the mixture was diluted with CH2Cl2 and basicified to pH 9 with a 3N NaOH solution. The organic layer was washed with H2O and brine, dried over MgSO4, and concentrated in vacuo to provide the title compound, which was used in the next step with... Reactants: C(CCCCCCC\C=C/CCCCCCCC)(=O)OCCN (2-Aminoethyl oleate), CC1(OCC(C(O1)C(=O)NCCC(=O)O)(C)C)C (3-[N-(2,2,5,5-tetramethyl-1,3-dioxane-4-carbonyl)amino]propionic acid). Yields the product C(CCCCCCC\C=C/CCCCCCCC)(=O)OCCNC(CCNC(=O)C1OC(OCC1(C)C)(C)C)=O (N-(2-Oleoyloxyethyl)-3-[N-(2,2,5,5-tetramethyl-1,3-dioxane-4-carbonyl)amino]propanamide). Isolated yield 30.9%. As a reaction SMILES: [C:1]([O:20][CH2:21][CH2:22][NH2:23])(=[O:19])[CH2:2][CH2:3][CH2:4][CH2:5][CH2:6][CH2:7][CH2:8]/[CH:9]=[CH:10]\[CH2:11][CH2:12][CH2:13][CH2:14][CH2:15][CH2:16][CH2:17][CH3:18].[CH3:24][C:25]1([CH3:41])[O:30][CH:29]([C:31]([NH:33][CH2:34][CH2:35][C:36](O)=[O:37])=[O:32])[C:28]([CH3:40])([CH3:39])[CH2:27][O:26]1>>[C:1]([O:20][CH2:21][CH2:22][NH:23][C:36](=[O:37])[CH2:35][CH2:34][NH:33][C:31]([CH:29]1[C:28]([CH3:39])([CH3:40])[CH2:27][O:26][C:25]([CH3:41])([CH3:24])[O:30]1)=[O:32])(=[O:19])[CH2:2][CH2:3][CH2:4][CH2:5][CH2:6][CH2:7][CH2:8]/[CH:9]=[CH:10]\[CH2:11][CH2:12][CH2:13][CH2:14][CH2:15][CH2:16][CH2:17][CH3:18]. Reported procedure: 2-Aminoethyl oleate (3.26 g) and 2.59 g of 3-[N-(2,2,5,5-tetramethyl-1,3-dioxane-4-carbonyl)amino]propionic acid were reacted in the same manner as in Example 1 to obtain 1.75 g of the title compound (yield: 31%).